From a dataset of the Open Reaction Database (ORD), a public repository of structured organic reaction records. describe an organic reaction: reactants, conditions, products, and yield The reactants are O=C(O)c1ccc2[nH]ccc2c1, CO, ClCCl, C[Si](C)(C)C=[N+]=[N-]. Yields the product COC(=O)c1ccc2[nH]ccc2c1. As a reaction SMILES: [C:1](=[O:2])([OH:3])[c:4]1[cH:5][c:6]2[cH:7][cH:8][nH:9][c:10]2[cH:11][cH:12]1.[CH3:23][OH:24].[Cl:20][CH2:21][Cl:22].[Si:13]([CH3:14])([CH:15]=[N+:16]=[N-:17])([CH3:18])[CH3:19]>>[C:1]([O:2][CH3:14])(=[O:3])[c:4]1[cH:5][c:6]2[cH:7][cH:8][nH:9][c:10]2[cH:11][cH:12]1. The reactants are [Br-], COC(=O)CC(N)C(=O)O, Cl, [K+], O=N[O-], NC(N)=O, [Na+], O, O=S(=O)(O)O. The product is COC(=O)CC(Br)C(=O)O. As a reaction SMILES: [Br-:18].[CH3:2][O:3][C:4]([CH2:5][CH:6]([C:7](=[O:8])[OH:9])[NH2:10])=[O:11].[ClH:1].[K+:17].[N:19]([O-:20])=[O:21].[NH2:23][C:24](=[O:25])[NH2:26].[Na+:22].[OH2:27].[S:12](=[O:13])(=[O:14])([OH:15])[OH:16]>>[CH3:2][O:3][C:4]([CH2:5][CH:6]([C:7](=[O:8])[OH:9])[Br:18])=[O:11]. Starting materials: C(CC1=CC=CC=C1)NC(C(C(=O)NCCC1=CC=CC=C1)NC([C@@H](CC1=CC=CC=C1)Br)=O)=O (N,N′-diphenethyl-2-((R)-2-bromo-3-phenylpropionylamino)malonamide), C(C)(=S)O (thioacetic acid), C([O-])([O-])=O.[Cs+].[Cs+] (cesium carbonate). Run in CN(C=O)C (dimethylformamide). Product: C(CC1=CC=CC=C1)NC(C(C(=O)NCCC1=CC=CC=C1)NC([C@H](CC1=CC=CC=C1)C(C)=S)=O)=O (N,N′-diphenethyl-2-((S)-2-thioacetyl-3-phenylpropionylamino)malonamide). Isolated yield 92.0%. As a reaction SMILES: [CH2:1]([NH:9][C:10](=[O:35])[CH:11]([NH:23][C:24](=[O:34])[C@H:25](Br)[CH2:26][C:27]1[CH:32]=[CH:31][CH:30]=[CH:29][CH:28]=1)[C:12]([NH:14][CH2:15][CH2:16][C:17]1[CH:22]=[CH:21][CH:20]=[CH:19][CH:18]=1)=[O:13])[CH2:2][C:3]1[CH:8]=[CH:7][CH:6]=[CH:5][CH:4]=1.[C:36](O)(=[S:38])[CH3:37].C(=O)([O-])[O-].[Cs+].[Cs+]>CN(C)C=O>[CH2:1]([NH:9][C:10](=[O:35])[CH:11]([NH:23][C:24](=[O:34])[C@@H:25]([C:36](=[S:38])[CH3:37])[CH2:26][C:27]1[CH:32]=[CH:31][CH:30]=[CH:29][CH:28]=1)[C:12]([NH:14][CH2:15][CH2:16][C:17]1[CH:22]=[CH:21][CH:20]=[CH:19][CH:18]=1)=[O:13])[CH2:2][C:3]1[CH:8]=[CH:7][CH:6]=[CH:5][CH:4]=1 |f:2.3.4|. Procedure: Prepare by the method of Example 1.4 using N,N′-diphenethyl-2-((R)-2-bromo-3-phenylpropionylamino)malonamide (0.11 g, 0.21 mmol), thioacetic acid (0.05 mL, 0.62 mmol), and cesium carbonate (0.10 g, 0.31 mmol) in dimethylformamide (8 mL). Purify by chromatography on silica gel eluting with 1/1 hexane ethyl acetate to give the title compound (92%). Reactants: Cl (HCl), nitro, NC1=CC=C2C=NNC2=C1 (6-aminoindazole), 4-chloro, [N+](=O)([O-])C1=CC=C(N)C=C1 (4-nitroaniline), C(CCC)OC1=CC=C(N)C=C1 (p-butoxyaniline). Run in CCOCC (ether). The product is Cl.NC=1C=C2C(=CC=NC2=CC1)NC1=CC=C(C=C1)OCCCC (6-Amino-4-(p-butoxyanilino)quinoline hydrochloride), [N+](=O)([O-])C=1C=C2C(=CC=NC2=CC1)NC1=CC=C(C=C1)OCCCC (6-nitro-4-(p-butoxyanilino) quinoline). RXN SMILES: [ClH:1].[N+:2]([C:5]1[CH:11]=[CH:10][C:8]([NH2:9])=[CH:7][CH:6]=1)([O-:4])=[O:3].N[C:13]1[CH:21]=C2C(C=NN2)=C[CH:14]=1.[CH2:22]([O:26][C:27]1[CH:33]=[CH:32][C:30]([NH2:31])=[CH:29][CH:28]=1)[CH2:23][CH2:24][CH3:25]>CCOCC>[ClH:1].[NH2:9][C:8]1[CH:10]=[C:11]2[C:5](=[CH:6][CH:7]=1)[N:2]=[CH:21][CH:13]=[C:14]2[NH:31][C:30]1[CH:29]=[CH:28][C:27]([O:26][CH2:22][CH2:23][CH2:24][CH3:25])=[CH:33][CH:32]=1.[N+:2]([C:5]1[CH:11]=[C:10]2[C:8](=[CH:7][CH:6]=1)[N:9]=[CH:21][CH:13]=[C:14]2[NH:31][C:30]1[CH:29]=[CH:28][C:27]([O:26][CH2:22][CH2:23][CH2:24][CH3:25])=[CH:33][CH:32]=1)([O-:4])=[O:3] |f:5.6|. Reported procedure: The title compound was prepared from the corresponding -nitro compound by catalytic reduction of the nitro group followed by treatment with HCl in ether. The 6-nitro-4-(p-butoxyanilino) quinoline compound was prepared in an analogous fashion to Example 9 with the modification that 4-nitroaniline was used as the starting material instead of 6-aminoindazole and p-butoxyaniline was used in the displacement of the 4-chloro substituent instead of m-anisidine. The reactants are ClC1=CC=CC2=C1C(N(CC=1N2C=NC1C(=O)N1C=NC=C1)C)=O (1-[[7-chloro-5,6-dihydro-5-methyl-6-oxo-4H-imidazo[1,5-a][1,4]benzodiazepin-3-yl]carbonyl]imidazole), COCC(N)=NO (methoxyacetamidoxime). The solvent is CN(C=O)C (N,N-dimethylformamide). Conditions: time 8 hour. Yields the product ClC1=CC=CC2=C1C(N(CC=1N2C=NC1C1=NC(=NO1)COC)C)=O (7-chloro-4,5-dihydro-3-(3-methoxymethyl-1,2,4-oxadiazol-5-yl)-5-methyl-6H-imidazo[1,5-a][1,4]benzodiazepin-6-one). Reaction SMILES: [Cl:1][C:2]1[C:7]2[C:8](=[O:24])[N:9]([CH3:23])[CH2:10][C:11]3[N:12]([CH:13]=[N:14][C:15]=3[C:16]([N:18]3C=CN=C3)=[O:17])[C:6]=2[CH:5]=[CH:4][CH:3]=1.[CH3:25][O:26][CH2:27][C:28](=NO)[NH2:29]>CN(C)C=O>[Cl:1][C:2]1[C:7]2[C:8](=[O:24])[N:9]([CH3:23])[CH2:10][C:11]3[N:12]([CH:13]=[N:14][C:15]=3[C:16]3[O:17][N:29]=[C:28]([CH2:27][O:26][CH3:25])[N:18]=3)[C:6]=2[CH:5]=[CH:4][CH:3]=1. Procedure details: A mixture of 6.80 g (20 mmol) of 1-[[7-chloro-5,6-dihydro-5-methyl-6-oxo-4H-imidazo[1,5-a][1,4]benzodiazepin-3-yl]carbonyl]imidazole, 50 ml of N,N-dimethylformamide and 2.10 g (20 mmol) of methoxyacetamidoxime is stirred at 100° overnight. The solution is then evaporated and the residue is partitioned between methylene chloride and water. The organic phase is dried over magnesium sulphate and evaporated. By chromatography of the residue on silica gel while eluting with ethyl acetate and recrysta... Reactants: COc1ccc(CNc2ccc(C(C)C)cc2)cn1, CC(C)c1cccc(C(C)C)c1N=C=O. Yields the product COc1ccc(CN(C(=O)Nc2c(C(C)C)cccc2C(C)C)c2ccc(C(C)C)cc2)cn1. As a reaction SMILES: [CH:1]([CH3:2])([CH3:3])[c:4]1[cH:5][cH:6][c:7]([NH:10][CH2:11][c:12]2[cH:13][cH:14][c:15]([O:18][CH3:19])[n:16][cH:17]2)[cH:8][cH:9]1.[CH:20]([CH3:21])([CH3:22])[c:23]1[c:24]([N:32]=[C:33]=[O:34])[c:25]([CH:29]([CH3:30])[CH3:31])[cH:26][cH:27][cH:28]1>>[CH:1]([CH3:2])([CH3:3])[c:4]1[cH:5][cH:6][c:7]([N:10]([CH2:11][c:12]2[cH:13][cH:14][c:15]([O:18][CH3:19])[n:16][cH:17]2)[C:33]([NH:32][c:24]2[c:23]([CH:20]([CH3:21])[CH3:22])[cH:28][cH:27][cH:26][c:25]2[CH:29]([CH3:30])[CH3:31])=[O:34])[cH:8][cH:9]1. Reactants: [Al+3], CC(C)CC(=O)Cl, Cc1ccc2cc(C(=O)O)oc2c1C, [Cl-], [Cl-], [Cl-], ClCCl, Cl. The product is Cc1c(C(=O)CC(C)C)cc2cc(C(=O)O)oc2c1C. As a reaction SMILES: [Al+3:25].[C:15]([CH2:16][CH:17]([CH3:18])[CH3:19])(=[O:20])[Cl:21].[CH3:1][c:2]1[c:3]([CH3:14])[c:4]2[c:5]([cH:6][c:7]([C:9](=[O:10])[OH:11])[o:8]2)[cH:12][cH:13]1.[Cl-:22].[Cl-:23].[Cl-:24].[Cl:27][CH2:28][Cl:29].[ClH:26]>>[CH3:1][c:2]1[c:3]([CH3:14])[c:4]2[c:5]([cH:6][c:7]([C:9](=[O:10])[OH:11])[o:8]2)[cH:12][c:13]1[C:15]([CH2:16][CH:17]([CH3:18])[CH3:19])=[O:20].